Dataset: the Open Reaction Database (ORD), a public repository of structured organic reaction records. Task: describe an organic reaction: reactants, conditions, products, and yield Starting materials: C(=C)[Mg]Cl (vinylmagnesium chloride), [Si](C)(C)(C(C)(C)C)O[C@@H](CC(=O)OCC)CI (Ethyl 3(S)-(tert-butyldimethylsilyloxy)-4-iodobutyrate), CN1CCCN(C1=O)C (DMPU), P(OCC)(OCC)OCC (P(OEt)3). The reagents and catalysts are [Cu]I (CuI). Solvent: C1CCOC1 (THF), C1CCOC1 (THF). Run at temperature 11 celsius, time 15 minute. Yields the product [Si](C)(C)(C(C)(C)C)O[C@@H](CC(=O)OCC)CC=C (Ethyl 3(R)-(tert-butyldimethylsilyloxy)-5-hexenoate). Yield: 67.9%. As a reaction SMILES: [CH:1]([Mg]Cl)=[CH2:2].CN1C(=O)N(C)CCC1.P(OCC)(OCC)OCC.[Si:24]([O:31][C@H:32]([CH2:39]I)[CH2:33][C:34]([O:36][CH2:37][CH3:38])=[O:35])([C:27]([CH3:30])([CH3:29])[CH3:28])([CH3:26])[CH3:25]>C1COCC1.[Cu]I>[Si:24]([O:31][C@H:32]([CH2:39][CH:1]=[CH2:2])[CH2:33][C:34]([O:36][CH2:37][CH3:38])=[O:35])([C:27]([CH3:30])([CH3:29])[CH3:28])([CH3:26])[CH3:25]. Procedure details: To a suspension of CuI (83.64 g, 437.0 mmol) in dry THF (875 mL), vinylmagnesium chloride (1.9 M in THF, 460.0 mL, 874.0 mmol) is added under argon atmosphere at 44 to −31° C. in 15 minutes under vigorous stirring. The resulting dark slurry is stirred for 15 minutes, and DMPU (112 g, 874.0 mmol) is added at 42° C. in one portion followed by the dropwise addition (5 minutes) of P(OEt)3 (160.1 mL, 874.0 mmol) at 40° C. The resulting mixture is stirred for 30 minutes and a THF (220 mL) solution of ... Reactants: C(C)(C)NC(C)C (diisopropylamine), C(CCC)[Li] (n-butyllithium), C(CC(=O)C)(=O)OCC (ethyl acetoacetate), FC1=CC=C(C=C1)C=1C(=C(SC1C1=CC=CC=C1)C(C)C)C=CC=O (3-[ 4-(4-fluorophenyl)-2-isopropyl-5-phenythien-3-yl]-2-propenal). The solvent is C1CCOC1 (THF), C1CCOC1 (THF), C1CCOC1 (THF). Reaction conditions: time 1 hour. The product is FC1=CC=C(C=C1)C=1C(=C(SC1C1=CC=CC=C1)C(C)C)C=CC(CC(CC(=O)OCC)=O)O (7-[4-(4-fluorophenyl)-2-isopropyl-5-phenylthien-3-yl]-5-hydroxy-3-oxo-hept-6-enoic acid, ethyl ester). Yield: 121.5%. RXN SMILES: C(NC(C)C)(C)C.C([Li])CCC.[C:13]([O:19][CH2:20][CH3:21])(=[O:18])[CH2:14][C:15]([CH3:17])=[O:16].[F:22][C:23]1[CH:28]=[CH:27][C:26]([C:29]2[C:30]([CH:43]=[CH:44][CH:45]=[O:46])=[C:31]([CH:40]([CH3:42])[CH3:41])[S:32][C:33]=2[C:34]2[CH:39]=[CH:38][CH:37]=[CH:36][CH:35]=2)=[CH:25][CH:24]=1>C1COCC1>[F:22][C:23]1[CH:28]=[CH:27][C:26]([C:29]2[C:30]([CH:43]=[CH:44][CH:45]([OH:46])[CH2:17][C:15](=[O:16])[CH2:14][C:13]([O:19][CH2:20][CH3:21])=[O:18])=[C:31]([CH:40]([CH3:42])[CH3:41])[S:32][C:33]=2[C:34]2[CH:39]=[CH:38][CH:37]=[CH:36][CH:35]=2)=[CH:25][CH:24]=1. Reported procedure: To a solution of 2.6 g of diisopropylamine in 30 ml of THF at 0° was added 1.67 g of n-butyllithium (1.16 m in hexane). Then a solution of 1.7 g of ethyl acetoacetate in 10 ml of THF was added dropwise. After stirring at 0° for 1 hour, the mixture was cooled to -20°, then a solution of 3.3 g of the title product of Step 3, above, in 20 ml of THF was added dropwise. The reaction was stirred at -20° for 1 hour. Then was quenched with saturated aqueous ammonium chloride solution. The mixture was ex... Starting materials: C1CCOC1, COC(=O)CCc1ccc(OCc2ccccc2)c(CNC(=O)OC(C)(C)C)c1. The product is COC(=O)CCc1ccc(O)c(CNC(=O)OC(C)(C)C)c1. RXN SMILES: [CH2:30]1[O:31][CH2:32][CH2:33][CH2:34]1.[CH3:1][O:2][C:3]([CH2:4][CH2:5][c:6]1[cH:7][c:8]([CH2:20][NH:21][C:22](=[O:23])[O:24][C:25]([CH3:26])([CH3:27])[CH3:28])[c:9]([O:12][CH2:13][c:14]2[cH:15][cH:16][cH:17][cH:18][cH:19]2)[cH:10][cH:11]1)=[O:29]>>[CH3:1][O:2][C:3]([CH2:4][CH2:5][c:6]1[cH:7][c:8]([CH2:20][NH:21][C:22](=[O:23])[O:24][C:25]([CH3:26])([CH3:27])[CH3:28])[c:9]([OH:12])[cH:10][cH:11]1)=[O:29]. Reactants: [Cl-].C(CCCCCCCCCCC)[N+]1=CC=CC=C1 (laurylpyridinium chloride), ClC=1C=C(C(C(=O)O)=CC1)N (4-chloroanthranilic acid), O (water), C(=O)(Cl)Cl (phosgene). The solvent is C1(=CC=CC=C1)C (toluene). The product is C1=CC2=C(C=C1Cl)NC(=O)OC2=O (7-chloroisatoic anhydride). The yield is 67.0%. Reaction SMILES: [Cl-].C([N+]1C=CC=CC=1)CCCCCCCCCCC.O.[C:21](Cl)(Cl)=[O:22].[Cl:25][C:26]1[CH:27]=[C:28]([NH2:35])[C:29](=[CH:33][CH:34]=1)[C:30]([OH:32])=[O:31]>C1(C)C=CC=CC=1>[CH:34]1[C:26]([Cl:25])=[CH:27][C:28]2[NH:35][C:21]([O:31][C:30](=[O:32])[C:29]=2[CH:33]=1)=[O:22] |f:0.1|. Procedure: According to the same manner as in Example 4, except that the flask was changed to 300 ml flask, laurylpyridinium chloride was not used, 103 g of water was added, and that amounts of toluene, phosgene and 4-chloroanthranilic acid were changed to 34 g, 40 g and 35 g, respectively, 35.6 g of 7-chloroisatoic anhydride (purity: 73.8%) was obtained. The yield was 67% and the volume efficiency was 9 g/100 ml.